Dataset: the Open Reaction Database (ORD), a public repository of structured organic reaction records. Task: describe an organic reaction: reactants, conditions, products, and yield The reactants are ClC1=CC=C2C(N(C(=NC2=C1)[C@@H](CC)NCCCN1C(C2=CC=CC=C2C1=O)=O)NC1=CC=CC=C1)=O (2-{3-[(R)-1-(7-chloro-4-oxo-3-phenylamino-3,4-dihydro-quinazolin-2-yl)-propylamino]-propyl}-isoindole-1,3-dione), FC1=C(C=C(C=O)C=C1)C (4-fluoro-3-methyl benzaldehyde). The product is NCCCN([C@H](CC)C1=NC2=CC(=CC=C2C(N1NC1=CC=CC=C1)=O)Cl)CC1=CC(=C(C=C1)F)C (2-{(1R)-1-[(3-Aminopropyl)(4-fluoro-3-methylbenzyl)amino]propyl}-3-anilino-7-chloro-3H-quinazolin-4-one). Reaction SMILES: [Cl:1][C:2]1[CH:11]=[C:10]2[C:5]([C:6](=[O:37])[N:7]([NH:30][C:31]3[CH:36]=[CH:35][CH:34]=[CH:33][CH:32]=3)[C:8]([C@H:12]([NH:15][CH2:16][CH2:17][CH2:18][N:19]3C(=O)C4C(=CC=CC=4)C3=O)[CH2:13][CH3:14])=[N:9]2)=[CH:4][CH:3]=1.[F:38][C:39]1[CH:46]=[CH:45][C:42]([CH:43]=O)=[CH:41][C:40]=1[CH3:47]>>[NH2:19][CH2:18][CH2:17][CH2:16][N:15]([CH2:43][C:42]1[CH:45]=[CH:46][C:39]([F:38])=[C:40]([CH3:47])[CH:41]=1)[C@@H:12]([C:8]1[N:7]([NH:30][C:31]2[CH:36]=[CH:35][CH:34]=[CH:33][CH:32]=2)[C:6](=[O:37])[C:5]2[C:10](=[CH:11][C:2]([Cl:1])=[CH:3][CH:4]=2)[N:9]=1)[CH2:13][CH3:14]. Procedure details: This compound was synthesized as described in general procedure C except 2-{3-[(R)-1-(7-chloro-4-oxo-3-phenylamino-3,4-dihydro-quinazolin-2-yl)-propylamino]-propyl}-isoindole-1,3-dione was used instead of (R)-2-(3-(1-(7-chloro-4-oxo-3-(phenylamino)-3,4-dihydroquinazolin-2-yl)but-3-ynylamino)propyl)isoindoline-1,3-dione and 4-fluoro-3-methyl benzaldehyde was used instead of 4-methyl benzaldehyde. LCMS: m/e 508.04 [M+H]. The reactants are CC1=C2CC[C@H]3[C@@H]4CC[C@@H]([C@]4(CC[C@@H]3[C@]2(CCC1=O)C)C)O (4-methyltestosterone), Cl.Cl.NCCON (2-aminoethoxyamine dihydrochloride). The solvent is O1CCOCC1 (dioxane), O (water), [Cl-].[Na+].O (brine), O1CCOCC1 (dioxane). Conditions: time 10 minute. The product is Cl.NCCO\N=C/1\C(=C2CC[C@H]3[C@@H]4CC[C@@H]([C@@]4(C)CC[C@@H]3[C@]2(CC1)C)O)C ((E)-3-(2-Aminoethoxyimino)-4-methylandrost-4-en-17β-ol hydrochloride). The yield is 73.9%. As a reaction SMILES: [CH3:1][C:2]1[C:18](=O)[CH2:17][CH2:16][C@@:15]2([CH3:20])[C:3]=1[CH2:4][CH2:5][C@@H:6]1[C@@H:14]2[CH2:13][CH2:12][C@@:11]2([CH3:21])[C@H:7]1[CH2:8][CH2:9][C@@H:10]2[OH:22].[ClH:23].Cl.[NH2:25][CH2:26][CH2:27][O:28][NH2:29]>O1CCOCC1.O.[Cl-].[Na+].O>[ClH:23].[NH2:25][CH2:26][CH2:27][O:28]/[N:29]=[C:18]1/[C:2]([CH3:1])=[C:3]2[C@:15]([CH3:20])([CH2:16][CH2:17]/1)[C@@H:14]1[C@H:6]([C@H:7]3[C@@:11]([CH2:12][CH2:13]1)([CH3:21])[C@@H:10]([OH:22])[CH2:9][CH2:8]3)[CH2:5][CH2:4]2 |f:1.2.3,6.7.8,9.10|. Procedure details: To a stirred solution of 4-methyltestosterone (203 mg) in dioxane (3.7 ml), a solution of 2-aminoethoxyamine dihydrochloride (259 mg) in water (2 ml) was rapidly added dropwise. After 24 h dioxane (20 ml) and brine (10 ml) were added and the mixture was stirred for 10 min. The phases were separated and the aqueous phase was extracted with dioxane (2×). The combined organic extracts were washed with brine, dried over MgSO4, filtered and evaporated to dryness. The residue was triturated with Et2O ... Reactants: BrC=1C=C2C(=C(C=NC2=CC1)C(=O)C1CC1)Cl ((6-bromo-4-chloroquinolin-3-yl)(cyclopropyl)methanone), NC=1C=CC(=NC1)NCCO (2-(5-aminopyridin-2-ylamino)ethanol). Yields the product BrC=1C=C2C(=C(C=NC2=CC1)C(=O)C1CC1)NC=1C=NC(=CC1)NCCO ((6-bromo-4-(6-(2-hydroxyethylamino)pyridin-3-ylamino)quinolin-3-yl)(cyclopropyl)methanone). Isolated yield 67.2%. Reaction SMILES: [Br:1][C:2]1[CH:3]=[C:4]2[C:9](=[CH:10][CH:11]=1)[N:8]=[CH:7][C:6]([C:12]([CH:14]1[CH2:16][CH2:15]1)=[O:13])=[C:5]2Cl.[NH2:18][C:19]1[CH:20]=[CH:21][C:22]([NH:25][CH2:26][CH2:27][OH:28])=[N:23][CH:24]=1>>[Br:1][C:2]1[CH:3]=[C:4]2[C:9](=[CH:10][CH:11]=1)[N:8]=[CH:7][C:6]([C:12]([CH:14]1[CH2:16][CH2:15]1)=[O:13])=[C:5]2[NH:18][C:19]1[CH:24]=[N:23][C:22]([NH:25][CH2:26][CH2:27][OH:28])=[CH:21][CH:20]=1. Procedure details: Following General procedure C, (6-bromo-4-chloroquinolin-3-yl)(cyclopropyl)methanone (311 mg, 1 mmol) was reacted with 2-(5-aminopyridin-2-ylamino)ethanol (230 mg, 1.5 mmol) to afford the desired product (287 mg, 67%) as a yellow solid: ESI MS m/z 427 [C20H19BrN4O2+H]+. Reactants: C(C)(C)(C)OC(=O)N[C@H]1CNCCC\C=C/[C@@H]2C[C@]2(NC([C@@H]2C[C@H](CN2C1=O)O[Si](C)(C)C(C)(C)C)=O)C(=O)O ((1S,4R,6S,14S,18R)-7-cis-14-tert-Butoxycarbonylamino-18-(tert-butyldimethylsilyloxy)-2,15-dioxo-3,12,16-triazatricyclo[14.3.0.04,6]nonadec-7-ene-4-carboxylic acid), C1(CC1)S(=O)(=O)N (cyclopropylsulfonamide), C1CCC2=NCCCN2CC1 (DBU), C1=CN(C=N1)C(=O)N2C=CN=C2 (CDI). Solvent: C1CCOC1 (THF). Conditions: time 8 hour. The product is C1(CC1)S(=O)(=O)NC(=O)[C@@]12NC([C@@H]3C[C@H](CN3C([C@H](CN(CCC\C=C/[C@@H]2C1)C1CC1)NC(OC(C)(C)C)=O)=O)O[Si](C)(C)C(C)(C)C)=O ((1S,4R,6S,14S,18R)-[7-cis-4-Cyclopropanesulfonylaminocarbonyl-12-cyclopropyl-18-(tert-butyldimethylsilyloxy)-2,15-dioxo-3,12,16-triaza-tricyclo[14.3.0.04,6]nonadec-7-en-14-yl]carbamic acid, tert-butyl ester). The yield is 52.5%. RXN SMILES: [C:1]([O:5][C:6]([NH:8][C@@H:9]1[C:27](=[O:28])[N:26]2[C@@H:22]([CH2:23][C@@H:24]([O:29][Si:30]([C:33]([CH3:36])([CH3:35])[CH3:34])([CH3:32])[CH3:31])[CH2:25]2)[C:21](=[O:37])[NH:20][C@@:19]2([C:38](O)=[O:39])[C@@H:17]([CH2:18]2)[CH:16]=[CH:15][CH2:14][CH2:13][CH2:12][NH:11][CH2:10]1)=[O:7])([CH3:4])([CH3:3])[CH3:2].C1N=CN(C(N2C=NC=C2)=O)C=1.[CH:53]1([S:56]([NH2:59])(=[O:58])=[O:57])[CH2:55][CH2:54]1.[CH2:60]1[CH2:70][CH2:69]N2C(=NCCC2)CC1>C1COCC1>[CH:53]1([S:56]([NH:59][C:38]([C@@:19]23[CH2:18][C@H:17]2[CH:16]=[CH:15][CH2:14][CH2:13][CH2:12][N:11]([CH:70]2[CH2:60][CH2:69]2)[CH2:10][C@H:9]([NH:8][C:6](=[O:7])[O:5][C:1]([CH3:2])([CH3:4])[CH3:3])[C:27](=[O:28])[N:26]2[C@@H:22]([CH2:23][C@@H:24]([O:29][Si:30]([C:33]([CH3:35])([CH3:36])[CH3:34])([CH3:31])[CH3:32])[CH2:25]2)[C:21](=[O:37])[NH:20]3)=[O:39])(=[O:58])=[O:57])[CH2:55][CH2:54]1. Procedure details: (1S,4R,6S,14S,18R)-7-cis-14-tert-Butoxycarbonylamino-18-(tert-butyldimethylsilyloxy)-2,15-dioxo-3,12,16-triazatricyclo[14.3.0.04,6]nonadec-7-ene-4-carboxylic acid (490 mg, 0.79 mmol) was dissolved in 15 mL of THF and treated with CDI (179 mg, 1.10 mmol.). (Care was taken to avoid moisture by using oven dried glassware and maintaining a dry N2 atmosphere.) After refluxing the reaction mixture for two hours, it was cooled to rt and treated sequentially with cyclopropylsulfonamide (134 mg, 1.10 mmo... The reactants are ClCCCBr, CC[N+](CC)(CC)Cc1ccccc1, Cc1ccccc1, [Cl-], [Na+], O=C1COc2ccccc2N1, [OH-], O. The product is O=C1COc2ccccc2N1CCCCl. As a reaction SMILES: [Br:15][CH2:16][CH2:17][CH2:18][Cl:19].[CH2:21]([N+:22]([CH2:23][CH3:24])([CH2:25][CH3:26])[CH2:27][c:28]1[cH:29][cH:30][cH:31][cH:32][cH:33]1)[CH3:34].[CH3:35][c:36]1[cH:37][cH:38][cH:39][cH:40][cH:41]1.[Cl-:20].[Na+:13].[O:1]1[CH2:2][C:3](=[O:11])[NH:4][c:5]2[c:6]1[cH:7][cH:8][cH:9][cH:10]2.[OH-:12].[OH2:14]>>[O:1]1[CH2:2][C:3](=[O:11])[N:4]([CH2:16][CH2:17][CH2:18][Cl:19])[c:5]2[c:6]1[cH:7][cH:8][cH:9][cH:10]2.